From a dataset of the Open Reaction Database (ORD), a public repository of structured organic reaction records. describe an organic reaction: reactants, conditions, products, and yield The reactants are C(C)(C)(C)OC1=CC=C(C=C1)C[C@@H](C(=O)N(CC1=CC=CC2=CC=CC=C12)CC(OCC)OCC)NC(OCC1C2=CC=CC=C2C=2C=CC=CC12)=O ((S)-(9H-fluoren-9-yl)methyl 3-(4-tert-butoxyphenyl)-1-((2,2-diethoxyethyl)(naphthalen-1-ylmethyl)amino)-1-oxopropan-2-ylcarbamate), N1CCCCC1 (piperidine). The product is N[C@H](C(=O)N(CC1=CC=CC2=CC=CC=C12)CC(OCC)OCC)CC1=CC=C(C=C1)OC(C)(C)C ((S)-2-amino-3-(4-tert-butoxyphenyl)-N-(2,2-diethoxyethyl)-N-(naphthalen-1-ylmethyl)propanamide). Yield: 112.9%. Reaction SMILES: [C:1]([O:5][C:6]1[CH:11]=[CH:10][C:9]([CH2:12][C@H:13]([NH:36]C(=O)OCC2C3C=CC=CC=3C3C2=CC=CC=3)[C:14]([N:16]([CH2:28][CH:29]([O:33][CH2:34][CH3:35])[O:30][CH2:31][CH3:32])[CH2:17][C:18]2[C:27]3[C:22](=[CH:23][CH:24]=[CH:25][CH:26]=3)[CH:21]=[CH:20][CH:19]=2)=[O:15])=[CH:8][CH:7]=1)([CH3:4])([CH3:3])[CH3:2].N1CCCCC1>>[NH2:36][C@@H:13]([CH2:12][C:9]1[CH:10]=[CH:11][C:6]([O:5][C:1]([CH3:3])([CH3:2])[CH3:4])=[CH:7][CH:8]=1)[C:14]([N:16]([CH2:28][CH:29]([O:33][CH2:34][CH3:35])[O:30][CH2:31][CH3:32])[CH2:17][C:18]1[C:27]2[C:22](=[CH:23][CH:24]=[CH:25][CH:26]=2)[CH:21]=[CH:20][CH:19]=1)=[O:15]. Procedure: According to the procedure described in the synthesis method of Compound IV-1, (S)-(9H-fluoren-9-yl)methyl 3-(4-tert-butoxyphenyl)-1-((2,2-diethoxyethyl)(naphthalen-1-ylmethyl)amino)-1-oxopropan-2-ylcarbamate (Compound III-2) (740 mg, 1.0 mmol) was treated with piperidine and the obtained residue was purified by silica gel column chromatography (eluent: n-hexane:ethyl acetate=9:1, chloroform:methanol=100:0 and 8:2) to obtain the title compound (556.1 mg, 112%). Reactants: C(C1=CC=CC=C1)C(C(=O)OC)CS(=O)(=O)N1CCN(CC1)C (Methyl 2-Benzyl-3-(1-methylpiperazin-4-ylsulfonyl)propionate), [OH-].[Na+] (sodium hydroxide), C(C)(C)O (isopropanol), O (water), [OH-].[Na+] (sodium hydroxide). Solvent: CC(=O)C (acetone). Conditions: temperature 75 celsius, time 18 hour. Yields the product C(C1=CC=CC=C1)[C@@H](C(=O)O)CS(=O)(=O)N1CCN(CC1)C ((2S)-2-Benzyl-3-(1-methylpiperazin-4-ylsulfonyl)propionic Acid). Yield: 199.1%. Reaction SMILES: [CH2:1]([CH:8]([CH2:13][S:14]([N:17]1[CH2:22][CH2:21][N:20]([CH3:23])[CH2:19][CH2:18]1)(=[O:16])=[O:15])[C:9]([O:11]C)=[O:10])[C:2]1[CH:7]=[CH:6][CH:5]=[CH:4][CH:3]=1.O.[OH-].[Na+].C(O)(C)C>CC(C)=O>[CH2:1]([C@H:8]([CH2:13][S:14]([N:17]1[CH2:18][CH2:19][N:20]([CH3:23])[CH2:21][CH2:22]1)(=[O:16])=[O:15])[C:9]([OH:11])=[O:10])[C:2]1[CH:3]=[CH:4][CH:5]=[CH:6][CH:7]=1 |f:2.3|. Procedure: The product of Example 6B (69 kg, 20 mol) in acetone (420 kg)/water (960 kg) was adjusted to pH 8.0 using 1N sodium hydroxide. Alcalase™ (Novo Industries, Denamrk) (Subtilisin Carlsberg) (6.9 liters) was added and the pH was maintained between 7.9 and 8.4 by the addition of 1N sodium hydroxide. When 80% of the theoretical amount of sodium hydroxide had been consumed, the reaction was quenched by the addition of ethyl acetate. The reaction mixture was concentrated to half the original volume unde...